Dataset: the Open Reaction Database (ORD), a public repository of structured organic reaction records. Task: describe an organic reaction: reactants, conditions, products, and yield The reactants are C(C)(C)OC(C)C (diisopropyl ether), C(=O)(N1C=NC=C1)N1C=NC=C1 (1,1'-carbonyldiimidazole), NC1CN(CCC1)CC (3-amino-1-ethylpiperidine), C1(=CC=CC=C1)N1CCNCC1 (1-phenylpiperazine). Run in O1CCCC1 (tetrahydrofuran). The product is C(C)N1CC(CCC1)NC(=O)N1CCN(CC1)C1=CC=CC=C1 (N-(1-Ethyl-3-piperidinyl)-4-phenyl-1-piperazinecarboxamide). Yield: 65.3%. As a reaction SMILES: [C:1](N1C=CN=C1)(N1C=CN=C1)=[O:2].[NH2:13][CH:14]1[CH2:19][CH2:18][CH2:17][N:16]([CH2:20][CH3:21])[CH2:15]1.[C:22]1([N:28]2[CH2:33][CH2:32][NH:31][CH2:30][CH2:29]2)[CH:27]=[CH:26][CH:25]=[CH:24][CH:23]=1.C(OC(C)C)(C)C>O1CCCC1>[CH2:20]([N:16]1[CH2:17][CH2:18][CH2:19][CH:14]([NH:13][C:1]([N:31]2[CH2:32][CH2:33][N:28]([C:22]3[CH:27]=[CH:26][CH:25]=[CH:24][CH:23]=3)[CH2:29][CH2:30]2)=[O:2])[CH2:15]1)[CH3:21]. Reported procedure: This compound was prepared according to the procedure of Example 5. A mixture of 5.7 g (0.035 mole) of 1,1'-carbonyldiimidazole, 4.4 g (0.034 mole) of 3-amino-1-ethylpiperidine and 4.9 g (0.030 mole) of 1-phenylpiperazine in a total of 200 ml of tetrahydrofuran gave 6.2 g (65%) of white solid, m.p. 100°-103° C. (diisopropyl ether). Starting materials: C(C1=CC=CC=C1)OC(=O)N1CCC(CC1)C=1SC=C(C1)C(=O)N1CCCCCC1 (4-[4-(Azepane-1-carbonyl)-thiophen-2-yl]-piperidine-1-carboxylic acid benzyl ester), ClN1C(CCC1=O)=O (N-chlorosuccinimide). Run in C(C)(=O)O (acetic acid). Conditions: temperature 100 celsius. Product: C(C1=CC=CC=C1)OC(=O)N1CCC(CC1)C=1SC(=C(C1)C(=O)N1CCCCCC1)Cl (4-[4-(Azepane-1-carbonyl)-5-chloro-thiophen-2-yl]-piperidine-1-carboxylic acid benzyl ester). Isolated yield 67.3%. Reaction SMILES: [CH2:1]([O:8][C:9]([N:11]1[CH2:16][CH2:15][CH:14]([C:17]2[S:18][CH:19]=[C:20]([C:22]([N:24]3[CH2:30][CH2:29][CH2:28][CH2:27][CH2:26][CH2:25]3)=[O:23])[CH:21]=2)[CH2:13][CH2:12]1)=[O:10])[C:2]1[CH:7]=[CH:6][CH:5]=[CH:4][CH:3]=1.[Cl:31]N1C(=O)CCC1=O>C(O)(=O)C>[CH2:1]([O:8][C:9]([N:11]1[CH2:16][CH2:15][CH:14]([C:17]2[S:18][C:19]([Cl:31])=[C:20]([C:22]([N:24]3[CH2:30][CH2:29][CH2:28][CH2:27][CH2:26][CH2:25]3)=[O:23])[CH:21]=2)[CH2:13][CH2:12]1)=[O:10])[C:2]1[CH:3]=[CH:4][CH:5]=[CH:6][CH:7]=1. Procedure: 4-[4-(Azepane-1-carbonyl)-thiophen-2-yl]-piperidine-1-carboxylic acid benzyl ester (0.037 g, 0.087 mmol) was dissolved in acetic acid. N-chlorosuccinimide (0.09 mmol) was added and the reaction heated to 100° C. for 2.5 minutes using microwave irradiation. The product was purified by HPLC, eluting with 20%-98% acetonitrile in water (0.1% formic acid). The fractions containing the desired product were concentrated under vacuum to give the title compound (0.027 g). LCMS m/z 461.24 [M+H]+ RT=13.23 ... The reactants are ClC1=C2C=CC(=NC2=NC=C1)C=1C=NC=CC1 (5-chloro-2-(pyridin-3-yl)-[1,8]naphthyridine), FC1=C(C=C(C=C1)B1OC(C(O1)(C)C)(C)C)C=1C(=CC=CC1)C#N (2′-fluoro-5′-(4,4,5,5-tetramethyl-[1,3,2]dioxaborolan-2-yl)biphenyl-2-carbonitrile). Yields the product FC1=C(C=C(C=C1)C1=CC=NC2=NC(=CC=C12)C=1C=NC=CC1)C=1C(=CC=CC1)C#N (2′-Fluoro-5′-[7-(pyridin-3-yl)-[1,8]naphthyridin-4-yl]biphenyl-2-carbonitrile). The yield is 88.0%. As a reaction SMILES: Cl[C:2]1[CH:11]=[CH:10][N:9]=[C:8]2[C:3]=1[CH:4]=[CH:5][C:6]([C:12]1[CH:13]=[N:14][CH:15]=[CH:16][CH:17]=1)=[N:7]2.[F:18][C:19]1[CH:24]=[CH:23][C:22](B2OC(C)(C)C(C)(C)O2)=[CH:21][C:20]=1[C:34]1[C:35]([C:40]#[N:41])=[CH:36][CH:37]=[CH:38][CH:39]=1>>[F:18][C:19]1[CH:24]=[CH:23][C:22]([C:2]2[C:3]3[C:8](=[N:7][C:6]([C:12]4[CH:13]=[N:14][CH:15]=[CH:16][CH:17]=4)=[CH:5][CH:4]=3)[N:9]=[CH:10][CH:11]=2)=[CH:21][C:20]=1[C:34]1[C:35]([C:40]#[N:41])=[CH:36][CH:37]=[CH:38][CH:39]=1. Reported procedure: This was prepared in 88% yield from 5-chloro-2-(pyridin-3-yl)-[1,8]naphthyridine (from step a) and 2′-fluoro-5′-(4,4,5,5-tetramethyl-[1,3,2]dioxaborolan-2-yl)biphenyl-2-carbonitrile (from Example 2, step e) using a similar procedure to that described in Example 55, step a. δH (400 MHz, CDCl3) 7.44-7.52 (3H, m), 7.55 (1H, td, J 7.4, 1.2), 7.61-7.65 (3H, m), 7.71 (1H, td, J 7.4, 1.2), 7.85 (1H, dd, J 7.8, 1.2), 8.06 (1H, d, J 9.0), 8.59 (1H, d, J 8.6), 8.71-8.75 (2H, m), 9.20 (1H, d, J 4.7), 9.46 ... Starting materials: CC#N (CH3CN), NC1=C(C(=NC(=C1F)Cl)C(=O)OC)OC (methyl 4-amino-6-chloro-5-fluoro-3-methoxypicolinate), FC1=C(C=CC(=C1F)B1OC(C(O1)(C)C)(C)C)[Si](C)(C)C ((2,3-difluoro-4-(4,4,5,5-tetramethyl-1,3,2-dioxaborolane-2-yl)phenyl)trimethylsilane), C([O-])([O-])=O.[Na+].[Na+] (sodium carbonate). The reagents and catalysts are Cl[Pd]([P](C1=CC=CC=C1)(C2=CC=CC=C2)C3=CC=CC=C3)([P](C4=CC=CC=C4)(C5=CC=CC=C5)C6=CC=CC=C6)Cl (PdCl2(PPh3)2). The solvent is O (H2O), CCOC(=O)C (EtOAc). Run at temperature 115 celsius. Product: NC1=C(C(=NC(=C1F)C1=C(C(=C(C=C1)[Si](C)(C)C)F)F)C(=O)OC)OC (methyl 4-amino-6-(2,3-difluoro-4-(trimethylsilyl)phenyl)-5-fluoro-3-methoxypicolinate). Isolated yield 75.5%. As a reaction SMILES: [NH2:1][C:2]1[C:7]([F:8])=[C:6](Cl)[N:5]=[C:4]([C:10]([O:12][CH3:13])=[O:11])[C:3]=1[O:14][CH3:15].[F:16][C:17]1[C:22]([F:23])=[C:21](B2OC(C)(C)C(C)(C)O2)[CH:20]=[CH:19][C:18]=1[Si:33]([CH3:36])([CH3:35])[CH3:34].C(=O)([O-])[O-].[Na+].[Na+].CC#N>CCOC(C)=O.Cl[Pd](Cl)([P](C1C=CC=CC=1)(C1C=CC=CC=1)C1C=CC=CC=1)[P](C1C=CC=CC=1)(C1C=CC=CC=1)C1C=CC=CC=1.O>[NH2:1][C:2]1[C:7]([F:8])=[C:6]([C:21]2[CH:20]=[CH:19][C:18]([Si:33]([CH3:34])([CH3:36])[CH3:35])=[C:17]([F:16])[C:22]=2[F:23])[N:5]=[C:4]([C:10]([O:12][CH3:13])=[O:11])[C:3]=1[O:14][CH3:15] |f:2.3.4,^1:54,73|. Procedure: To a 20 mL microwave vial were added methyl 4-amino-6-chloro-5-fluoro-3-methoxypicolinate (0.80 g, 3.41 mmol), (2,3-difluoro-4-(4,4,5,5-tetramethyl-1,3,2-dioxaborolane-2-yl)phenyl)trimethylsilane (1.28 g, 4.09 mmol), sodium carbonate (Na2CO3; 0.36 g, 3.41 mmol), and PdCl2(PPh3)2 (0.24 g, 0.34 mmol). Subsequently, CH3CN (5.7 mL) and H2O (5.7 mL) were added, and the reaction vial was sealed and heated in a Biotage microwave to 115° C. for 20 min. The reaction mixture was cooled to room temperature... RXN SMILES: [C:81](=[O:82])([O-:83])[O-:84].[Cl:1][c:2]1[n:3][cH:4][c:5]([C:6](=[O:7])[NH2:8])[c:9]([NH:11][CH2:12][c:13]2[cH:14][n:15][cH:16][cH:17][cH:18]2)[cH:10]1.[Cs+:85].[Cs+:86].[NH2:19][c:20]1[cH:21][cH:22][c:23]([F:34])[c:24]([NH:26][C:27](=[O:28])[N:29]2[CH2:30][CH2:31][CH2:32][CH2:33]2)[cH:25]1.[O-:94][C:95]([CH3:96])=[O:97].[O-:98][C:99]([CH3:100])=[O:101].[O:87]1[CH2:88][CH2:89][O:90][CH2:91][CH2:92]1.[Pd+2:93].[cH:35]1[cH:36][cH:37][c:38]([P:39]([c:40]2[cH:41][cH:42][c:43]3[c:44]([cH:45][cH:46][cH:47][cH:48]3)[c:49]2-[c:50]2[c:51]3[c:52]([cH:53][cH:54][cH:55][cH:56]3)[cH:57][cH:58][c:59]2[P:60]([c:61]2[cH:62][cH:63][cH:64][cH:65][cH:66]2)[c:67]2[cH:68][cH:69][cH:70][cH:71][cH:72]2)[c:73]2[cH:74][cH:75][cH:76][cH:77][cH:78]2)[cH:79][cH:80]1>>[c:2]1([NH:19][c:20]2[cH:21][cH:22][c:23]([F:34])[c:24]([NH:26][C:27](=[O:28])[N:29]3[CH2:30][CH2:31][CH2:32][CH2:33]3)[cH:25]2)[n:3][cH:4][c:5]([C:6](=[O:7])[NH2:8])[c:9]([NH:11][CH2:12][c:13]2[cH:14][n:15][cH:16][cH:17][cH:18]2)[cH:10]1. Reactants: O=C([O-])[O-], NC(=O)c1cnc(Cl)cc1NCc1cccnc1, [Cs+], [Cs+], Nc1ccc(F)c(NC(=O)N2CCCC2)c1, CC(=O)[O-], CC(=O)[O-], C1COCCO1, [Pd+2], c1ccc(P(c2ccccc2)c2ccc3ccccc3c2-c2c(P(c3ccccc3)c3ccccc3)ccc3ccccc23)cc1. Yields the product NC(=O)c1cnc(Nc2ccc(F)c(NC(=O)N3CCCC3)c2)cc1NCc1cccnc1. Reactants: C1(=CC=CC=C1)C1=CC=C(CO)C=C1 (4-phenylbenzyl alcohol), P(Br)(Br)Br (phosphorus tribromide). The solvent is O (water), C(C)(C)OC(C)C (diisopropyl ether), C(Cl)(Cl)Cl (chloroform). Conditions: time 1 hour. Yields the product C1(=CC=CC=C1)C1=CC=C(CBr)C=C1 (4-Phenylbenzyl Bromide). Isolated yield 111.8%. As a reaction SMILES: [C:1]1([C:7]2[CH:14]=[CH:13][C:10]([CH2:11]O)=[CH:9][CH:8]=2)[CH:6]=[CH:5][CH:4]=[CH:3][CH:2]=1.P(Br)(Br)[Br:16]>C(OC(C)C)(C)C.C(Cl)(Cl)Cl.O>[C:1]1([C:7]2[CH:14]=[CH:13][C:10]([CH2:11][Br:16])=[CH:9][CH:8]=2)[CH:6]=[CH:5][CH:4]=[CH:3][CH:2]=1. Reported procedure: To a solution of 4-phenylbenzyl alcohol (1.00 g, 5.43 mmol) in a mixture of diisopropyl ether (10 mL) and chloroform (20 mL) was added phosphorus tribromide (0.98 g, 3.62 mmol) with ice-cooling and the mixture was stirred at room temperature for 1 hour. This reaction mixture was diluted with water and extracted with diisopropyl ether. The organic layer was washed with water and saturated aqueous sodium hydrogen carbonate solution, dried over MgSO4, and filtered. The filtrate was concentrated und... Reactants: amino acids, N[C@@H](CC(C)C)C(=O)O (Leu), ( 1.0 ), N[C@@H](CCC(O)=O)C(=O)O (Glu), ( 1.0 ), C(C)(=O)O (acetic acid). As a reaction SMILES: [NH2:1][C@H:2]([C:8]([OH:10])=O)[CH2:3][CH2:4][C:5](=[O:7])O.[NH2:11][C@H:12]([C:17]([OH:19])=O)[CH2:13][CH:14]([CH3:16])[CH3:15].[C:20](O)(=O)[CH3:21]>>[NH:1]1[C:5](=[O:7])[CH2:4][CH2:3][C@H:2]1[C:8]([NH:11][C@H:12]([C:17]([N:1]1[CH2:21][CH2:20][CH2:4][CH2:3][CH2:2]1)=[O:19])[CH2:13][CH:14]([CH3:15])[CH3:16])=[O:10]. The product is N1[C@@H](CCC1=O)C(=O)N[C@@H](CC(C)C)C(=O)N1CCCCC1 (N-(L-Pyroglutamyl-L-leucyl)-piperidine). Reported procedure: 2.0 g (4.51 mmoles) of Z-Glp-Leu-piperidine are dissolved in 40 ml of methanol, 0.4 g of a 10% palladium-on-carbon catalyst are added to the solution, and hydrogen is bubbled through the mixture for one hour. The catalyst is filtered off, the filtrate is evaporated, and the residue is crystallized from ether. 1.12 g (81%) of Glp-Leu-piperidine are obtained; m.p.: 99°-100° C., Rf5 =0.71, [α]D25 =+30.4° (c=1%, in acetic acid). Analysis for amino acids: Glu=0.95 (1.0), Leu=1.00 (1.0). Yields the product Cc1nc(Nc2sc(-c3c(F)cc(C(C)(C)O)cc3F)cc2C(N)=O)ccc1COC1CNC1. The reactants are CC#N, Cl, Cc1nc(Nc2sc(-c3c(F)cc(C(C)(C)O)cc3F)cc2C(N)=O)ccc1COC1CN(C(=O)OC(C)(C)C)C1, [Na+], [OH-]. Reaction SMILES: [CH3:45][C:46]#[N:47].[ClH:42].[NH2:1][C:2](=[O:3])[c:4]1[c:5]([NH:21][c:22]2[cH:23][cH:24][c:25]([CH2:29][O:30][CH:31]3[CH2:32][N:33]([C:35]([O:36][C:37]([CH3:38])([CH3:39])[CH3:40])=[O:41])[CH2:34]3)[c:26]([CH3:28])[n:27]2)[s:6][c:7](-[c:9]2[c:10]([F:20])[cH:11][c:12]([C:16]([CH3:17])([CH3:18])[OH:19])[cH:13][c:14]2[F:15])[cH:8]1.[Na+:44].[OH-:43]>>[NH2:1][C:2](=[O:3])[c:4]1[c:5]([NH:21][c:22]2[cH:23][cH:24][c:25]([CH2:29][O:30][CH:31]3[CH2:32][NH:33][CH2:34]3)[c:26]([CH3:28])[n:27]2)[s:6][c:7](-[c:9]2[c:10]([F:20])[cH:11][c:12]([C:16]([CH3:17])([CH3:18])[OH:19])[cH:13][c:14]2[F:15])[cH:8]1. Reactants: O1CCCC1 (tetrahydrofuran), ice water, solution, [H-].[Al+3].[Li+].[H-].[H-].[H-] (lithium aluminum hydride), CN(C)CC(=O)N1CCC2=CC(=C(C=C12)N)OC (1-[(dimethylamino)acetyl]-5-(methyloxy)-2,3-dihydro-1H-indol-6-amine). Solvent: C(C)(=O)OCC (ethyl acetate), C(C)OCC (diethyl ether), C(C)OCC (diethyl ether). Reaction conditions: temperature 50 celsius. Product: CN(CCN1CCC2=CC(=C(C=C12)N)OC)C (1-[2-(dimethylamino)ethyl]-5-(methyloxy)-2,3-dihydro-1H-indol-6-amine). Yield: 24.7%. Reaction SMILES: [H-].[Al+3].[Li+].[H-].[H-].[H-].[CH3:7][N:8]([CH2:10][C:11]([N:13]1[C:21]2[C:16](=[CH:17][C:18]([O:23][CH3:24])=[C:19]([NH2:22])[CH:20]=2)[CH2:15][CH2:14]1)=O)[CH3:9].O1CCCC1>C(OCC)C.C(OCC)(=O)C>[CH3:7][N:8]([CH3:9])[CH2:10][CH2:11][N:13]1[C:21]2[C:16](=[CH:17][C:18]([O:23][CH3:24])=[C:19]([NH2:22])[CH:20]=2)[CH2:15][CH2:14]1 |f:0.1.2.3.4.5|. Procedure details: A 1.0M solution of lithium aluminum hydride in diethyl ether (Aldrich, 11 mL, 11 mmol, 10 equiv.) was added dropwise to a solution of 1-[(dimethylamino)acetyl]-5-(methyloxy)-2,3-dihydro-1H-indol-6-amine (0.280 g, 1.12 mmol) in diethyl ether (10 mL). The solids failed to dissolve, so anhydrous tetrahydrofuran was added (10 mL) and the solution was maintained at 50° C. for 12 hours. The solution was cooled, poured into ice water, diluted with ethyl acetate, and the organic layer was dried, taken t...